Dataset: the Open Reaction Database (ORD), a public repository of structured organic reaction records. Task: describe an organic reaction: reactants, conditions, products, and yield Starting materials: C(C)OC(=O)C1C(N=C(NC1(C)O)C)C1=CC(=CC=C1)[N+](=O)[O-] (5-ethoxycarbonyl-6-hydroxy-2,6-dimethyl-4-(3-nitrophenyl)-1,4,5,6-tetrahydropyrimidine). Run in P(=O)(Cl)(Cl)Cl (phosphorus oxychloride). The product is C(C)OC(=O)C=1C(=NC(NC1C)C)C1=CC(=CC=C1)[N+](=O)[O-] (5-Ethoxycarbonyl-2,6-dimethyl-4-(3-nitrophenyl)dihydropyrimidine). Yield: 50.9%. RXN SMILES: [CH2:1]([O:3][C:4]([CH:6]1[C:11](O)([CH3:12])[NH:10][C:9]([CH3:14])=[N:8][CH:7]1[C:15]1[CH:20]=[CH:19][CH:18]=[C:17]([N+:21]([O-:23])=[O:22])[CH:16]=1)=[O:5])[CH3:2]>P(Cl)(Cl)(Cl)=O>[CH2:1]([O:3][C:4]([C:6]1[C:7]([C:15]2[CH:20]=[CH:19][CH:18]=[C:17]([N+:21]([O-:23])=[O:22])[CH:16]=2)=[N:8][CH:9]([CH3:14])[NH:10][C:11]=1[CH3:12])=[O:5])[CH3:2]. Procedure details: 150 mg of 5-ethoxycarbonyl-6-hydroxy-2,6-dimethyl-4-(3-nitrophenyl)-1,4,5,6-tetrahydropyrimidine was dissolved in 14 ml of phosphorus oxychloride and the solution was heated to reflux for 30 minutes. After phsophorus oxychloride was evaporated under reduced pressure, a saturated aqueous potassium carbonate solution was added to the residue and the mixture was extracted with chloroform. After the chloroform layer was dried with anhydrous potassium carbonate, the solvent was evaporated to produce ... The reactants are [Cl-].[NH4+] (ammonium chloride), ClC(C(Cl)(Cl)Cl)(Cl)Cl (hexachloroethane), C[Si]([N-][Si](C)(C)C)(C)C.[Li+] (lithium hexamethyldisilazide), 4-L, CN1N=CC2=C(C1=O)N=CN2C(C2=CC=CC=C2)(C2=CC=CC=C2)C2=CC=CC=C2 (5-methyl-1-trityl-1,5-dihydroimidazo[4,5-d]pyridazin-4-one). Run in O1CCCC1 (tetrahydrofuran), O1CCCC1 (tetrahydrofuran). Conditions: temperature -75 celsius, time 1 hour. Product: ClC1=NC2=C(C=NN(C2=O)C)N1C(C1=CC=CC=C1)(C1=CC=CC=C1)C1=CC=CC=C1 (2-Chloro-5-methyl-1-trityl-1,5-dihydroimidazo[4,5-d]pyridazin-4-one). The yield is 93.8%. As a reaction SMILES: C[Si](C)(C)[N-][Si](C)(C)C.[Li+].[CH3:11][N:12]1[C:17](=[O:18])[C:16]2[N:19]=[CH:20][N:21]([C:22]([C:35]3[CH:40]=[CH:39][CH:38]=[CH:37][CH:36]=3)([C:29]3[CH:34]=[CH:33][CH:32]=[CH:31][CH:30]=3)[C:23]3[CH:28]=[CH:27][CH:26]=[CH:25][CH:24]=3)[C:15]=2[CH:14]=[N:13]1.[Cl:41]C(Cl)(Cl)C(Cl)(Cl)Cl.[Cl-].[NH4+]>O1CCCC1>[Cl:41][C:20]1[N:21]([C:22]([C:23]2[CH:28]=[CH:27][CH:26]=[CH:25][CH:24]=2)([C:29]2[CH:30]=[CH:31][CH:32]=[CH:33][CH:34]=2)[C:35]2[CH:40]=[CH:39][CH:38]=[CH:37][CH:36]=2)[C:15]2[CH:14]=[N:13][N:12]([CH3:11])[C:17](=[O:18])[C:16]=2[N:19]=1 |f:0.1,4.5|. Procedure: 220 ml of lithium hexamethyldisilazide (1.0 M tetrahydrofuran solution) was added to a 4-L tetrahydrofuran solution of 68.3 g of 5-methyl-1-trityl-1,5-dihydroimidazo[4,5-d]pyridazin-4-one at −75° C. under a nitrogen atmosphere, and the mixture was stirred at −75° C. for 1 hour. Then, 200 ml of a tetrahydrofuran solution of 82.3 g of hexachloroethane was added to the solution. The mixture was allowed to warm to −20° C. 5 L of 5% aqueous ammonium chloride was added, and the mixture was extracted w... Starting materials: NC1=NC=NC2=CC=C(C=C12)NC(CC(C)(C)C)=O (4-amino-6-(3,3-dimethylbutyramido)quinazoline), COC=C(C(=O)OC)C(=O)OC (dimethyl methoxymethylenepropanedioate), CN(C=O)C (N,N-dimethylformamide), resultant mixture. The solvent is O (water). Run at temperature 100 celsius. Yields the product CC(CC(=O)NC=1C=C2C(=NC=NC2=CC1)NC=C(C(=O)OC)C(=O)OC)(C)C (dimethyl [{6-(3,3-dimethylbutyramido)-4-quinazolinylamino}methylene]propanedioate). The yield is 82.7%. Reaction SMILES: [NH2:1][C:2]1[C:11]2[C:6](=[CH:7][CH:8]=[C:9]([NH:12][C:13](=[O:19])[CH2:14][C:15]([CH3:18])([CH3:17])[CH3:16])[CH:10]=2)[N:5]=[CH:4][N:3]=1.CO[CH:22]=[C:23]([C:28]([O:30][CH3:31])=[O:29])[C:24]([O:26][CH3:27])=[O:25].CN(C)C=O>O>[CH3:17][C:15]([CH3:16])([CH3:18])[CH2:14][C:13]([NH:12][C:9]1[CH:10]=[C:11]2[C:6](=[CH:7][CH:8]=1)[N:5]=[CH:4][N:3]=[C:2]2[NH:1][CH:22]=[C:23]([C:28]([O:30][CH3:31])=[O:29])[C:24]([O:26][CH3:27])=[O:25])=[O:19]. Procedure: A mixture of 4-amino-6-(3,3-dimethylbutyramido)quinazoline (8.5 g), dimethyl methoxymethylenepropanedioate (12.75 g) and N,N-dimethylformamide (34 g) was stirred for an hour at 100° C. After cooling to ambient temperature, to the resultant mixture was added water to give precipitates, which were separated by filtration, washed with water and dried to give crystalline dimethyl [{6-(3,3-dimethylbutyramido)-4-quinazolinylamino}methylene]propanedioate (10.9 g). Reactants: COc1cnc(N)s1, CCN=C=NCCCN(C)C, CN1CCOCC1, O=C(O)C(Oc1ccc(F)cc1F)c1ccc(S(=O)(=O)C2CC2)cc1, ClCCl, CN(C)C=O, O, On1nnc2ccccc21. The product is COc1cnc(NC(=O)C(Oc2ccc(F)cc2F)c2ccc(S(=O)(=O)C3CC3)cc2)s1. Reaction SMILES: [CH3:26][O:27][c:28]1[cH:29][n:30][c:31]([NH2:33])[s:32]1.[CH3:44][CH2:45][N:46]=[C:47]=[N:48][CH2:49][CH2:50][CH2:51][N:52]([CH3:53])[CH3:54].[CH3:55][N:56]1[CH2:57][CH2:58][O:59][CH2:60][CH2:61]1.[CH:1]1([S:4](=[O:5])(=[O:6])[c:7]2[cH:8][cH:9][c:10]([CH:13]([C:14](=[O:15])[OH:16])[O:17][c:18]3[c:19]([F:25])[cH:20][c:21]([F:24])[cH:22][cH:23]3)[cH:11][cH:12]2)[CH2:2][CH2:3]1.[Cl:68][CH2:69][Cl:70].[O:62]=[CH:63][N:64]([CH3:65])[CH3:66].[OH2:67].[OH:34][n:35]1[c:36]2[c:37]([cH:38][cH:39][cH:40][cH:41]2)[n:42][n:43]1>>[CH:1]1([S:4](=[O:5])(=[O:6])[c:7]2[cH:8][cH:9][c:10]([CH:13]([C:14](=[O:15])[NH:33][c:31]3[n:30][cH:29][c:28]([O:27][CH3:26])[s:32]3)[O:17][c:18]3[c:19]([F:25])[cH:20][c:21]([F:24])[cH:22][cH:23]3)[cH:11][cH:12]2)[CH2:2][CH2:3]1. Reactants: BrCC(=O)C1=C2N=C(C(=NC2=CC=C1F)C)NC1CC1 (2-bromo-1-(3-(cyclopropylamino)-6-fluoro-2-methylquinoxalin-5-yl)ethanone), C(C)(C)(C)OC(=O)NC1(CC1)C(CC(=O)OCC)=O (ethyl 3-(1-((tert-butoxycarbonyl)amino)cyclopropyl)-3-oxopropanoate), C(=O)([O-])[O-].[K+].[K+] (K2CO3). Reported procedure: At RT, to a mixture of 2-bromo-1-(3-(cyclopropylamino)-6-fluoro-2-methylquinoxalin-5-yl)ethanone (283c) (1.18 g, 3.49 mmol) and ethyl 3-(1-((tert-butoxycarbonyl)amino)cyclopropyl)-3-oxopropanoate (604) (1.14 g, 4.19 mmol) dissolved in DMF (10.26 mL) was added K2CO3 (1.21 g, 8.72 mmol). The overall mixture was stirred overnight. The mixture was diluted with saturated NaHCO3 (100 mL) and CHCl3 (100 mL). The layers were separated and the aq. layer was extracted with CHCl3 (3×). The combined organic... Run at time 8 hour. Run in C(=O)(O)[O-].[Na+] (NaHCO3), C(Cl)(Cl)Cl (CHCl3), CN(C)C=O (DMF). The product is C(C)(C)(C)OC(=O)NC1(CC1)C(=O)C(C(=O)OCC)CC(=O)C1=C2N=C(C(=NC2=CC=C1F)C)NC1CC1 (ethyl 2-(1-((tert-butoxycarbonyl)amino)cyclopropanecarbonyl)-4-(3-(cyclopropylamino)-6-fluoro-2-methylquinoxalin-5-yl)-4-oxobutanoate). Reaction SMILES: Br[CH2:2][C:3]([C:5]1[C:14]([F:15])=[CH:13][CH:12]=[C:11]2[C:6]=1[N:7]=[C:8]([NH:17][CH:18]1[CH2:20][CH2:19]1)[C:9]([CH3:16])=[N:10]2)=[O:4].[C:21]([O:25][C:26]([NH:28][C:29]1([C:32](=[O:39])[CH2:33][C:34]([O:36][CH2:37][CH3:38])=[O:35])[CH2:31][CH2:30]1)=[O:27])([CH3:24])([CH3:23])[CH3:22].C([O-])([O-])=O.[K+].[K+]>CN(C=O)C.C([O-])(O)=O.[Na+].C(Cl)(Cl)Cl>[C:21]([O:25][C:26]([NH:28][C:29]1([C:32]([CH:33]([CH2:2][C:3]([C:5]2[C:14]([F:15])=[CH:13][CH:12]=[C:11]3[C:6]=2[N:7]=[C:8]([NH:17][CH:18]2[CH2:20][CH2:19]2)[C:9]([CH3:16])=[N:10]3)=[O:4])[C:34]([O:36][CH2:37][CH3:38])=[O:35])=[O:39])[CH2:31][CH2:30]1)=[O:27])([CH3:24])([CH3:23])[CH3:22] |f:2.3.4,6.7|. The yield is 37.2%.